This data is from the Open Reaction Database (ORD), a public repository of structured organic reaction records. The task is: describe an organic reaction: reactants, conditions, products, and yield The reactants are OC1=C(C=C(C=C1)[N+](=O)[O-])NC(C)=O (N—(2-hydroxy-5-nitrophenyl)acetamide), C([O-])([O-])=O.[K+].[K+] (potassium carbonate), BrCCCCl (1-bromo-3-chloropropane). The solvent is CN(C=O)C (dimethylformamide). Run at temperature 32.5 celsius, time 7 hour. Product: ClCCCOC1=C(C=C(C=C1)[N+](=O)[O-])NC(C)=O (N-[2-(3-Chloropropoxy)-5-nitrophenyl]acetamide). RXN SMILES: [OH:1][C:2]1[CH:7]=[CH:6][C:5]([N+:8]([O-:10])=[O:9])=[CH:4][C:3]=1[NH:11][C:12](=[O:14])[CH3:13].C(=O)([O-])[O-].[K+].[K+].Br[CH2:22][CH2:23][CH2:24][Cl:25]>CN(C)C=O>[Cl:25][CH2:24][CH2:23][CH2:22][O:1][C:2]1[CH:7]=[CH:6][C:5]([N+:8]([O-:10])=[O:9])=[CH:4][C:3]=1[NH:11][C:12](=[O:14])[CH3:13] |f:1.2.3|. Procedure details: A mixture of 186.5 g (0.94 mol) of N—(2-hydroxy-5-nitrophenyl)acetamide and 142.7 g (1.03 mol) of potassium carbonate in 570 ml of dimethylformamide was heated to 30-35° C. with stirring; 444.0 g (2.82 mol) of 1-bromo-3-chloropropane were then added and heating was continued at 40° C. for 7 hours (orange-coloured suspension). The reactants are alcohol, C1CC(=O)N(C1=O)Br (NBS), S(C)C (Me2S), OCC1=CC=C(C=C1)N1C(C(=NC=C1)C)=O (1-(4-Hydroxymethyl-phenyl)-3-methyl-1H-pyrazin-2-one), alcohol, O (H2O). Run in CCOC(=O)C (EtOAc), C(Cl)Cl (CH2Cl2). Conditions: time 8 hour. Yields the product BrCC1=CC=C(C=C1)N1C(C(=NC=C1)C)=O (1-(4-Bromomethyl-phenyl)-3-methyl-1H-pyrazin-2-one). As a reaction SMILES: O[CH2:2][C:3]1[CH:8]=[CH:7][C:6]([N:9]2[CH:14]=[CH:13][N:12]=[C:11]([CH3:15])[C:10]2=[O:16])=[CH:5][CH:4]=1.C1C(=O)N([Br:24])C(=O)C1.S(C)C.O>C(Cl)Cl.CCOC(C)=O>[Br:24][CH2:2][C:3]1[CH:8]=[CH:7][C:6]([N:9]2[CH:14]=[CH:13][N:12]=[C:11]([CH3:15])[C:10]2=[O:16])=[CH:5][CH:4]=1. Procedure details: The pyrazinone intermediate from Step 3 (430 mg , 1.99 mmol) was dissolved in CH2Cl2 and added to a yellow suspension of NBS (531 mg , 2.98 mmol) and Me2S (0.248 mL, 3.38 mmol) at -20°. The sulfoxium salt was formed at 0° then cooled to -20° before the addition of alcohol. After addition of the alcohol, the reaction mixture was stirred at 0° for several hours and then the cooling bath was allowed to expire overnight. The light brown solution was poured into H2O and extracted with CHCl3 (3×). The...